Task: describe an organic reaction: reactants, conditions, products, and yield. Dataset: the Open Reaction Database (ORD), a public repository of structured organic reaction records The reactants are ClC=1C(=C(C=C(C1)Cl)S(=O)(=O)Cl)O (3,5-dichloro-2-hydroxybenzenesulfonyl chloride), N[C@@H](CCN1CCC(CC1)C=1C=C(C=CC1)NC(C(C)C)=O)C1=CC=CC=C1 (N-(3-{1-[(3S)-3-amino-3-phenylpropyl]-4-piperidinyl}phenyl)-2-methylpropanamide). The product is ClC=1C(=C(C=C(C1)Cl)S(=O)(=O)N[C@@H](CCN1CCC(CC1)C=1C=C(C=CC1)NC(C(C)C)=O)C1=CC=CC=C1)O (N-{3-[1-((3S)-3-{[(3,5-DICHLORO-2-HYDROXYPHENYL)SULFONYL]AMINO}-3-PHENYLPROPYL)-4-PIPERIDINYL]PHENYL}-2-METHYLPROPANAMIDE). Reaction SMILES: [Cl:1][C:2]1[C:3]([OH:13])=[C:4]([S:9](Cl)(=[O:11])=[O:10])[CH:5]=[C:6]([Cl:8])[CH:7]=1.[NH2:14][C@H:15]([C:36]1[CH:41]=[CH:40][CH:39]=[CH:38][CH:37]=1)[CH2:16][CH2:17][N:18]1[CH2:23][CH2:22][CH:21]([C:24]2[CH:25]=[C:26]([NH:30][C:31](=[O:35])[CH:32]([CH3:34])[CH3:33])[CH:27]=[CH:28][CH:29]=2)[CH2:20][CH2:19]1>>[Cl:1][C:2]1[C:3]([OH:13])=[C:4]([S:9]([NH:14][C@H:15]([C:36]2[CH:37]=[CH:38][CH:39]=[CH:40][CH:41]=2)[CH2:16][CH2:17][N:18]2[CH2:23][CH2:22][CH:21]([C:24]3[CH:25]=[C:26]([NH:30][C:31](=[O:35])[CH:32]([CH3:34])[CH3:33])[CH:27]=[CH:28][CH:29]=3)[CH2:20][CH2:19]2)(=[O:11])=[O:10])[CH:5]=[C:6]([Cl:8])[CH:7]=1. Procedure details: Prepared Procedure Q1 and Scheme AC using 3,5-dichloro-2-hydroxybenzenesulfonyl chloride and N-(3-{1-[(3S)-3-amino-3-phenylpropyl]-4-piperidinyl}phenyl)-2-methylpropanamide: ESMS m/e: 605.4 (M+H)+. Reactants: [H-].[Al+3].[Li+].[H-].[H-].[H-] (Lithium aluminum hydride), OC=1C(=C(C2=C(CC(O2)(C)CCCCC(=O)N2CCOCC2)C1C)OC)OC (4-[5-(2,3-dihydro-5-hydroxy-6,7-dimethoxy-2,4-dimethylbenzofuran-2-yl)pentanoyl]morpholine), S(=O)([O-])S(=O)[O-].[Na+].[Na+] (sodium hydrosulfite). The solvent is O1CCCC1 (tetrahydrofuran). Run at time 30 minute. Product: OC=1C(=C(C2=C(CC(O2)(C)CCCCCN2CCOCC2)C1C)OC)OC (4-[5-(2,3-dihydro-5-hydroxy-6,7-dimethoxy-2,4-dimethylbenzofuran-2-yl)pentyl]morpholine). Yield: 87.7%. RXN SMILES: [H-].[Al+3].[Li+].[H-].[H-].[H-].[OH:7][C:8]1[C:9]([O:33][CH3:34])=[C:10]([O:31][CH3:32])[C:11]2[O:15][C:14]([CH2:17][CH2:18][CH2:19][CH2:20][C:21]([N:23]3[CH2:28][CH2:27][O:26][CH2:25][CH2:24]3)=O)([CH3:16])[CH2:13][C:12]=2[C:29]=1[CH3:30].S(S([O-])=O)([O-])=O.[Na+].[Na+]>O1CCCC1>[OH:7][C:8]1[C:9]([O:33][CH3:34])=[C:10]([O:31][CH3:32])[C:11]2[O:15][C:14]([CH2:17][CH2:18][CH2:19][CH2:20][CH2:21][N:23]3[CH2:28][CH2:27][O:26][CH2:25][CH2:24]3)([CH3:16])[CH2:13][C:12]=2[C:29]=1[CH3:30] |f:0.1.2.3.4.5,7.8.9|. Procedure: Lithium aluminum hydride (0.50 g) was added to a solution (30 ml) of 4-[5-(2,3-dihydro-5-hydroxy-6,7-dimethoxy-2,4-dimethylbenzofuran-2-yl)pentanoyl]morpholine (2.6 g) in tetrahydrofuran, and the mixture was stirred at room temperature for 30 minutes. The reaction mixture was poured into an aqueous sodium hydrosulfite solution, and the insoluble materials were filtered off. The filtrate was extracted with ethyl acetate. The extract was washed with saturated brine, dried over anhydrous sodium sul... Starting materials: compound, FC1=C(C=CC=C1)CCCC#N (4-(2-Fluorophenyl)butanonitrile), aqueous solution, [OH-].[Na+] (sodium hydroxide), C(C)OCCOCCO (diethylene glycol monoethyl ether). Product: FC1=C(C=CC=C1)CCCC(=O)O (4-(2-Fluorophenyl)butanoic acid). Reaction SMILES: [F:1][C:2]1[CH:7]=[CH:6][CH:5]=[CH:4][C:3]=1[CH2:8][CH2:9]CC#N.[OH-:13].[Na+].C(OCCO[CH2:21][CH2:22][OH:23])C>>[F:1][C:2]1[CH:7]=[CH:6][CH:5]=[CH:4][C:3]=1[CH2:8][CH2:9][CH2:21][C:22]([OH:23])=[O:13] |f:1.2|. Procedure details: 15.4 gm of the compound prepared in (5) above was added to a mixture of 400 ml of 5% aqueous solution of sodium hydroxide and 400 ml of diethylene glycol monoethyl ether. The mixture was heated under reflux for 3.5-hours, cooled to room temperature, and washed with ether. After the addition of concentrated hydrochloric acid to acidify, the water layer was extracted twice with 500 ml of ethyl acetate. The extract was washed with water and saturated brine in this order, and dried over anhydrous so... The reactants are OO (H2O2), C(=O)(O)[O-].[Na+] (NaHCO3), CC=1C(=C(C2=CC=C(C=C2C1)OC)OC1=CC=C(C=O)C=C1)C1=CC=CC=C1 (4-{[3-Methyl-6-(methyloxy)-2-phenyl-1-naphthalenyl]oxy}benzaldehyde), resultant mixture. The reagents and catalysts are OS(=O)(=O)O (H2SO4). The solvent is CCOC(=O)C (EtOAc), CO (MeOH). Yields the product CC=1C(=C(C2=CC=C(C=C2C1)OC)OC1=CC=C(C=C1)O)C1=CC=CC=C1 (4-{[3-Methyl-6-(methyloxy)-2-phenyl-1-naphthalenyl]oxy}phenol). Isolated yield 80.0%. Reaction SMILES: [CH3:1][C:2]1[C:3]([C:23]2[CH:28]=[CH:27][CH:26]=[CH:25][CH:24]=2)=[C:4]([O:14][C:15]2[CH:22]=[CH:21][C:18](C=O)=[CH:17][CH:16]=2)[C:5]2[C:10]([CH:11]=1)=[CH:9][C:8]([O:12][CH3:13])=[CH:7][CH:6]=2.OO.C([O-])(O)=[O:32].[Na+]>CO.OS(O)(=O)=O.CCOC(C)=O>[CH3:1][C:2]1[C:3]([C:23]2[CH:24]=[CH:25][CH:26]=[CH:27][CH:28]=2)=[C:4]([O:14][C:15]2[CH:16]=[CH:17][C:18]([OH:32])=[CH:21][CH:22]=2)[C:5]2[C:10]([CH:11]=1)=[CH:9][C:8]([O:12][CH3:13])=[CH:7][CH:6]=2 |f:2.3|. Procedure details: To a solution of 4-{[3-methyl-6-(methyloxy)-2-phenyl-1-naphthalenyl]oxy}benzaldehyde (8) (0.740 g, 2 mmol) in MeOH (20 mL) were added an aqueous solution of 30-40%, by weight, H2O2 (0.60 mL) and 2-3 drops of conc. H2SO4. The resultant mixture was stirred for over night. The reaction mixture was neutralized with sat. NaHCO3 and then diluted with EtOAc (100 mL). The organic layer was washed with water, brine, dried (Na2SO4) and concentrated under reduced pressure to afford the crude product. The p... Reactants: CC(C)(C)C1=NC(=NC(=C1OCOCCOC)C(C)(C)C)CC(O)C=1C=NC=CC1 (4,6-bis (1,1-dimethylethyl)-5-[(2-methoxyethoxy) methoxy]-α-(3-pyridinyl)-2-pyrimidineethanol), C(C)(=O)[O-].[Na+] (sodium acetate), CC(=O)OCC1=C2C=CC=CC2=C(C3=CC=CC=C31)COC(=O)C (acetic). Run in C1(=CC=CC=C1)C (toluene). Reaction conditions: temperature 190 celsius. The product is CC(C)(C)C1=NC(=NC=C1O)C=CC=1C=NC=CC1 (1,1-dimethylethyl-2-[[2-(3-pyridinyl)]ethenyl]-5-pyrimidinol). The yield is 60.7%. Reaction SMILES: [CH3:1][C:2]([C:5]1[C:10]([O:11]COCCOC)=[C:9](C(C)(C)C)[N:8]=[C:7]([CH2:22][CH:23]([C:25]2[CH:26]=[N:27][CH:28]=[CH:29][CH:30]=2)O)[N:6]=1)([CH3:4])[CH3:3].C([O-])(=O)C.[Na+].CC(OCC1C2C(=CC=CC=2)C(COC(C)=O)=C2C=1C=CC=C2)=O>C1(C)C=CC=CC=1>[CH3:4][C:2]([C:5]1[C:10]([OH:11])=[CH:9][N:8]=[C:7]([CH:22]=[CH:23][C:25]2[CH:26]=[N:27][CH:28]=[CH:29][CH:30]=2)[N:6]=1)([CH3:1])[CH3:3] |f:1.2|. Procedure: A mixture of 4,6-bis (1,1-dimethylethyl)-5-[(2-methoxyethoxy) methoxy]-α-(3-pyridinyl)-2-pyrimidineethanol (350 mg), sodium acetate (10 g) and acetic arthydride (7 mL) in toluene (100 mL) is heated at reflux for 8 hours. The reaction mixture is cooled and the solvent is evaporated. Dichlorobenzene (30 mL) is added and the reaction mixture is heated at 190° C. for 30 minutes. The reaction mixture is cooled and partitioned between ethyl acetate and water. The aqueous layer is adjusted to pH 4 with...